describe an organic reaction: reactants, conditions, products, and yield From a dataset of the Open Reaction Database (ORD), a public repository of structured organic reaction records. As a reaction SMILES: [C:1]1([C:7]2[C:15]([CH:16]=[C:17]3[S:21]C(=S)N[C:18]3=[O:23])=[C:10]3[CH:11]=[CH:12][CH:13]=[CH:14][N:9]3[N:8]=2)[CH:6]=[CH:5][CH:4]=[CH:3][CH:2]=1.[OH-:24].[Na+].Cl>O>[C:1]1([C:7]2[C:15]([CH2:16][C:17](=[S:21])[C:18]([OH:23])=[O:24])=[C:10]3[CH:11]=[CH:12][CH:13]=[CH:14][N:9]3[N:8]=2)[CH:6]=[CH:5][CH:4]=[CH:3][CH:2]=1 |f:1.2|. The reactants are C1(=CC=CC=C1)C1=NN2C(C=CC=C2)=C1C=C1C(NC(S1)=S)=O (5-(2-phenylpyrazolo[1,5-a]pyridin-3-yl)methylenerhodanine), aqueous solution, [OH-].[Na+] (sodium hydroxide), Cl (hydrochloric acid). Procedure details: A mixture of 5-(2-phenylpyrazolo[1,5-a]pyridin-3-yl)methylenerhodanine (13.0 g) and 15% aqueous solution of sodium hydroxide (50 ml) was refluxed for 3 hours. To the reaction mixture was added 10% hydrochloric acid (50 ml) and water (50 ml) and was stirred for an hour under ice-cooling. The precipitates were collected by filtration to give 3-(2-phenylpyrazolo[1,5-a]pyridin-3-yl)-2-thioxopropionic acid (7.85 g). Solvent: O (water). The product is C1(=CC=CC=C1)C1=NN2C(C=CC=C2)=C1CC(C(=O)O)=S (3-(2-phenylpyrazolo[1,5-a]pyridin-3-yl)-2-thioxopropionic acid). The reactants are C([O-])([O-])=O.[K+].[K+] (potassium carbonate), IC (iodomethane), ClC1=CC=C(C(=O)C2CCN(CC2)S(=O)(=O)N[C@@H](C(=O)OC(C)(C)C)C(C)C)C=C1 (tert-butyl 2-(R)-{[4-(4-chlorobenzoyl)piperidine-1-sulfonyl]amino}-3-methylbutyrate). Solvent: CN(C)C=O (DMF), C(C)(=O)OCC (ethyl acetate). Reaction conditions: time 3 hour. The product is CN([C@@H](C(=O)OC(C)(C)C)C(C)C)S(=O)(=O)N1CCC(CC1)C(C1=CC=C(C=C1)Cl)=O (tert-butyl 2-(R)-{methyl-[4-(4-chlorobenzoyl)piperidine-1-sulfonyl]amino}-3-methylbutyrate). Yield: 63.0%. RXN SMILES: [C:1](=O)([O-])[O-].[K+].[K+].IC.[Cl:9][C:10]1[CH:38]=[CH:37][C:13]([C:14]([CH:16]2[CH2:21][CH2:20][N:19]([S:22]([NH:25][C@H:26]([CH:34]([CH3:36])[CH3:35])[C:27]([O:29][C:30]([CH3:33])([CH3:32])[CH3:31])=[O:28])(=[O:24])=[O:23])[CH2:18][CH2:17]2)=[O:15])=[CH:12][CH:11]=1>CN(C=O)C.C(OCC)(=O)C>[CH3:1][N:25]([S:22]([N:19]1[CH2:20][CH2:21][CH:16]([C:14](=[O:15])[C:13]2[CH:12]=[CH:11][C:10]([Cl:9])=[CH:38][CH:37]=2)[CH2:17][CH2:18]1)(=[O:23])=[O:24])[C@H:26]([CH:34]([CH3:35])[CH3:36])[C:27]([O:29][C:30]([CH3:31])([CH3:32])[CH3:33])=[O:28] |f:0.1.2|. Reported procedure: Anhydrous potassium carbonate (152 mg, 1.1 mmol) and iodomethane (0.034 ml, 0.5 mmol) were added to a solution of tert-butyl 2-(R)-{[4-(4-chlorobenzoyl)piperidine-1-sulfonyl]amino}-3-methylbutyrate (100 mg, 0.22 mmol) in DMF (1.5 ml) at RT. After 3 h, the reaction mixture was diluted with ethyl acetate (30 ml) and then washed with 0.1M HCl and brine, and dried over MgSO4. The solvent was removed in vacuo and the residue was chromatographed (]PTLC, SiO2, 25% ethyl acetate/hexane) to give tert-but... The reactants are ClC=1C=CC=2N(N1)C(=CN2)C2=CC1=NC=CC=C1O2 (6-chloro-3-(furo[3,2-b]pyridin-2-yl)imidazo[1,2-b]pyridazine), BrC1=CN=C2N1N=C(C=C2)Cl (3-bromo-6-chloroimidazo[1,2-b]pyridazine). The product is ClC=1C=CC=2N(N1)C(=CN2)C2=CC=1C=NC=CC1O2 (6-Chloro-3-(furo[3,2-c]pyridin-2-yl)imidazo[1,2-b]pyridazine), solid. Isolated yield 62.0%. As a reaction SMILES: [Cl:1][C:2]1[CH:3]=[CH:4][C:5]2[N:6]([C:8]([C:11]3[O:19][C:18]4[C:13](=NC=[CH:16][CH:17]=4)[CH:12]=3)=[CH:9][N:10]=2)[N:7]=1.BrC1N2N=C(Cl)C=CC2=[N:23][CH:22]=1>>[Cl:1][C:2]1[CH:3]=[CH:4][C:5]2[N:6]([C:8]([C:11]3[O:19][C:18]4[CH:17]=[CH:16][N:23]=[CH:22][C:13]=4[CH:12]=3)=[CH:9][N:10]=2)[N:7]=1. Procedure details: 6-Chloro-3-(furo[3,2-c]pyridin-2-yl)imidazo[1,2-b]pyridazine was prepared in analogy to 6-chloro-3-(furo[3,2-b]pyridin-2-yl)imidazo[1,2-b]pyridazine starting from 314 mg (1.35 mmol) of 3-bromo-6-chloroimidazo[1,2-b]pyridazine to yield 62% of a solid material. The solvent is COCCOC (1,2-dimethoxyethane), O (water). Procedure: To a solution of 5-bromo-2-{[(4-fluorophenyl)methyl]oxy}-N-3-pyridinylbenzamide (may be prepared as described in Example 59; 150 mg, 0.37 mmol) in 1,2-dimethoxyethane (5 ml) was added 4-pyridinylboronic acid (68.9 mg, 0.561 mmol), sodium carbonate (198 mg, 1.87 mmol) and bis(triphenylphosphine)palladium(II) chloride (15.74 mg, 0.02 mmol), followed by water (1 ml). The reaction was heated at 80° C. overnight. The reaction mixture was then placed in a microwave vial with another 0.5 eq of boronic ... Reagents/catalysts: Cl[Pd]([P](C1=CC=CC=C1)(C2=CC=CC=C2)C3=CC=CC=C3)([P](C4=CC=CC=C4)(C5=CC=CC=C5)C6=CC=CC=C6)Cl (bis(triphenylphosphine)palladium(II) chloride), catalyst. The reactants are BrC=1C=CC(=C(C(=O)NC=2C=NC=CC2)C1)OCC1=CC=C(C=C1)F (5-Bromo-2-{[(4-fluorophenyl)methyl]oxy}-N-3-pyridinylbenzamide), N1=CC=C(C=C1)B(O)O (4-pyridinylboronic acid), C([O-])([O-])=O.[Na+].[Na+] (sodium carbonate), B(O)O (boronic acid). Reaction conditions: temperature 80 celsius. Reaction SMILES: Br[C:2]1[CH:3]=[CH:4][C:5]([O:17][CH2:18][C:19]2[CH:24]=[CH:23][C:22]([F:25])=[CH:21][CH:20]=2)=[C:6]([CH:16]=1)[C:7]([NH:9][C:10]1[CH:11]=[N:12][CH:13]=[CH:14][CH:15]=1)=[O:8].[N:26]1[CH:31]=[CH:30][C:29](B(O)O)=[CH:28][CH:27]=1.C(=O)([O-])[O-].[Na+].[Na+].B(O)O>COCCOC.Cl[Pd](Cl)([P](C1C=CC=CC=1)(C1C=CC=CC=1)C1C=CC=CC=1)[P](C1C=CC=CC=1)(C1C=CC=CC=1)C1C=CC=CC=1.O>[F:25][C:22]1[CH:23]=[CH:24][C:19]([CH2:18][O:17][C:5]2[CH:4]=[CH:3][C:2]([C:29]3[CH:30]=[CH:31][N:26]=[CH:27][CH:28]=3)=[CH:16][C:6]=2[C:7]([NH:9][C:10]2[CH:11]=[N:12][CH:13]=[CH:14][CH:15]=2)=[O:8])=[CH:20][CH:21]=1 |f:2.3.4,^1:52,71|. Product: FC1=CC=C(C=C1)COC1=C(C(=O)NC=2C=NC=CC2)C=C(C=C1)C1=CC=NC=C1 (2-{[(4-Fluorophenyl)methyl]oxy}-N-3-pyridinyl-5-(4-pyridinyl)benzamide).